Dataset: the Open Reaction Database (ORD), a public repository of structured organic reaction records. Task: describe an organic reaction: reactants, conditions, products, and yield The reactants are BrC=1C=CC=C2C=C(NC12)CC (7-bromo-2-ethyl-1H-indole), [NH4+].[Cl-] (NH4Cl), C[Mg]I (methylmagnesium iodide), ClC=1C(=C(C(=O)Cl)C=CC1)Cl (dichlorobenzoyl chloride). Run in C1CCOC1 (THF), CCOCC (ether), CCOCC (ether), CCOCC (ether). Reaction conditions: time 3 hour. The product is BrC=1C=CC=C2C(=C(NC12)CC)C(=O)C1=C(C(=CC=C1)Cl)Cl ((7-Bromo-2-ethyl-1H-indol-3-yl)-(2,3-dichlorophenyl)methanone). The yield is 35.7%. Reaction SMILES: [Br:1][C:2]1[CH:3]=[CH:4][CH:5]=[C:6]2[C:10]=1[NH:9][C:8]([CH2:11][CH3:12])=[CH:7]2.C[Mg]I.[Cl:16][C:17]1[C:18]([Cl:26])=[C:19]([CH:23]=[CH:24][CH:25]=1)[C:20](Cl)=[O:21].[NH4+].[Cl-]>CCOCC.C1COCC1>[Br:1][C:2]1[CH:3]=[CH:4][CH:5]=[C:6]2[C:10]=1[NH:9][C:8]([CH2:11][CH3:12])=[C:7]2[C:20]([C:19]1[CH:23]=[CH:24][CH:25]=[C:17]([Cl:16])[C:18]=1[Cl:26])=[O:21] |f:3.4|. Procedure: 3.45 g of 7-bromo-2-ethyl-1H-indole are placed under nitrogen in 30 ml of ether and the mixture is cooled to +3° C.; 5.1 ml of methylmagnesium iodide in 20 ml of ether and then 5.9 g of dichlorobenzoyl chloride in 30 ml of ether are added. 10 ml of THF are added and the mixture is allowed to return to AT and is stirred for 3 hours. The medium is poured onto a saturated NH4Cl solution and is then extracted with ether. The organic phase is washed with a 10% HCl solution, a 10% NaOH solution, water... The reactants are C(C)(C)(C)N(C([O-])=O)C(CCNC(OCC1=CC=CC=C1)=O)CC(=O)NC[C@H](CCCNC(=O)OC(C)(C)C)NC(=O)OC(C)(C)C (Benzyl tert-butyl-[5-({(2S)-2,5-bis[(tert-butoxycarbonyl)amino]pentyl}amino)-5-oxopentane-1,3-diyl]biscarbamate). Reagents/catalysts: [Pd] (palladium on activated carbon). The solvent is C(C)O (ethanol). Conditions: time 12 hour. Product: C(C)(C)(C)OC(NCCC(CC(=O)NC[C@H](CCCNC(=O)OC(C)(C)C)NC(=O)OC(C)(C)C)N)=O (tert-Butyl[3-amino-5-({(2S)-2,5-bis[(tert-butoxycarbonyl)amino]pentyl}amino)-5-oxopentyl]carbamate). RXN SMILES: C([N:5]([CH:9]([CH2:23][C:24]([NH:26][CH2:27][C@@H:28]([NH:40][C:41]([O:43][C:44]([CH3:47])([CH3:46])[CH3:45])=[O:42])[CH2:29][CH2:30][CH2:31][NH:32][C:33]([O:35][C:36]([CH3:39])([CH3:38])[CH3:37])=[O:34])=[O:25])[CH2:10][CH2:11][NH:12][C:13](=[O:22])[O:14]CC1C=CC=CC=1)C(=O)[O-])(C)(C)C>[Pd].C(O)C>[C:36]([O:14][C:13](=[O:22])[NH:12][CH2:11][CH2:10][CH:9]([NH2:5])[CH2:23][C:24]([NH:26][CH2:27][C@@H:28]([NH:40][C:41]([O:43][C:44]([CH3:46])([CH3:47])[CH3:45])=[O:42])[CH2:29][CH2:30][CH2:31][NH:32][C:33]([O:35][C:36]([CH3:39])([CH3:38])[CH3:37])=[O:34])=[O:25])([CH3:39])([CH3:38])[CH3:37]. Procedure details: 35 mg of palladium on activated carbon (10%) are added to a mixture of 0.232 g (0.35 mmol) of the compound from Example 244A in 10 ml of ethanol, and the mixture is then hydrogenated under atmospheric pressure for 12 h. The reaction mixture is filtered through kieselguhr, and the filtrate is concentrated in vacuo and dried under high vacuum. The crude product is reacted without further purification. Starting materials: COC(CCCCCCCN1C(N(C2=C1C=CC=C2)CC2=CC=C(C=C2)C)=O)=O (8-[3-(4-methylbenzyl)-2-oxo-benzimidazolin-1-yl]-caprylic acid methyl ester), [OH-].[Na+] (NaOH). The product is CC1=CC=C(CN2C(N(C3=C2C=CC=C3)CCCCCCCC(=O)O)=O)C=C1 (8-[3-(4-Methylbenzyl)-2-oxo-benzimidazolin-1-yl]-caprylic acid). As a reaction SMILES: C[O:2][C:3](=[O:29])[CH2:4][CH2:5][CH2:6][CH2:7][CH2:8][CH2:9][CH2:10][N:11]1[C:15]2[CH:16]=[CH:17][CH:18]=[CH:19][C:14]=2[N:13]([CH2:20][C:21]2[CH:26]=[CH:25][C:24]([CH3:27])=[CH:23][CH:22]=2)[C:12]1=[O:28].[OH-].[Na+]>>[CH3:27][C:24]1[CH:25]=[CH:26][C:21]([CH2:20][N:13]2[C:14]3[CH:19]=[CH:18][CH:17]=[CH:16][C:15]=3[N:11]([CH2:10][CH2:9][CH2:8][CH2:7][CH2:6][CH2:5][CH2:4][C:3]([OH:29])=[O:2])[C:12]2=[O:28])=[CH:22][CH:23]=1 |f:1.2|. Reported procedure: The product is produced as described in example 22 from 7.3 g. of 8-[3-(4-methylbenzyl)-2-oxo-benzimidazolin-1-yl]-caprylic acid methyl ester and 1.5 g. of NaOH. Starting materials: Cl.C1(CC1)N1C(COC2(C1)CCNCC2)=O (4-cyclopropyl-1-oxa-4,9-diazaspiro[5.5]undecan-3-one hydrochloride), [OH-].[Na+] (NaOH). Solvent: ClCCl (dichloromethane), O (water), ClCCl (dichloromethane). Conditions: time 1 hour. Yields the product C1(CC1)N1C(COC2(C1)CCNCC2)=O (4-cyclopropyl-1-oxa-4,9-diazaspiro[5.5]undecan-3-one). Yield: 80.0%. Reaction SMILES: Cl.[CH:2]1([N:5]2[CH2:10][C:9]3([CH2:15][CH2:14][NH:13][CH2:12][CH2:11]3)[O:8][CH2:7][C:6]2=[O:16])[CH2:4][CH2:3]1.[OH-].[Na+]>ClCCl.O>[CH:2]1([N:5]2[CH2:10][C:9]3([CH2:11][CH2:12][NH:13][CH2:14][CH2:15]3)[O:8][CH2:7][C:6]2=[O:16])[CH2:4][CH2:3]1 |f:0.1,2.3|. Procedure: A suspension of 4-cyclopropyl-1-oxa-4,9-diazaspiro[5.5]undecan-3-one hydrochloride (8.11 mmol) in dichloromethane (10 mL) was treated with 1N aq NaOH (10.00 mmol). The biphasic mixture was stirred for 1 hour, at which point the cloudy organic layer had turned clear. The contents of the flask were further diluted with water (50 mL) and dichloromethane (50 mL) and the layers were separated. The aqueous layer was extracted with dichloromethane. The organic layers were combined, dried over sodium su...